This data is from the Open Reaction Database (ORD), a public repository of structured organic reaction records. The task is: describe an organic reaction: reactants, conditions, products, and yield Starting materials: ClC1=CC=C(C=C1)C1=C(N(C=C1)C)S(=O)(=O)C(F)(F)F (3-(p-chlorophenyl)-1-methyl-[(trifluoromethyl)sulfonyl]pyrrole), ClS(=O)(=O)N=C=O (chlorosulfonyl isocyanate), ClS(=O)(=O)N=C=O (chlorosulfonyl isocyanate), CN(C=O)C (dimethylformamide). Run in C(OC)COC (dimethoxyethane), O (water). Conditions: time 24 hour. The product is ethyl acetate hexanes, ClC1(CN(C=C1S(=O)(=O)C(F)(F)F)C)C1=CC=C(C=C1)Cl (3-Chloro-3-(p-chlorophenyl)-1-methyl-4[(trifluoromethyl)sulfonyl]pyrrole). RXN SMILES: [Cl:1][C:2]1[CH:7]=[CH:6][C:5]([C:8]2C=CN(C)[C:9]=2[S:14]([C:17]([F:20])([F:19])[F:18])(=[O:16])=[O:15])=[CH:4][CH:3]=1.[Cl:21]S(N=C=O)(=O)=O.[CH3:28][N:29]([CH3:32])[CH:30]=O>C(COC)OC.O>[Cl:21][C:8]1([C:5]2[CH:6]=[CH:7][C:2]([Cl:1])=[CH:3][CH:4]=2)[C:9]([S:14]([C:17]([F:20])([F:19])[F:18])(=[O:16])=[O:15])=[CH:30][N:29]([CH3:32])[CH2:28]1. Reported procedure: A solution of 3-(p-chlorophenyl)-1-methyl-[(trifluoromethyl)sulfonyl]pyrrole (0.5 g, 0.0015 mol) in dimethoxyethane is treated with chlorosulfonyl isocyanate (0.3 mL, 0.0034 mol), stirred for 24 hours at room temperature, treated with additional chlorosulfonyl isocyanate (0.6 mL, 0.0068 mol), stirred for 24 hours, treated with dimethylformamide (2 mL), stirred for one hour, diluted with water and extracted with ether. The combined organic extracts are washed with water, dried and concentrated in...